This data is from the Open Reaction Database (ORD), a public repository of structured organic reaction records. The task is: describe an organic reaction: reactants, conditions, products, and yield Reactants: Cc1c(C=O)cccc1OCC(=O)OC(C)(C)C, C[Mg+], [Cl-], C1CCOC1. Yields the product Cc1c(OCC(=O)OC(C)(C)C)cccc1C(C)O. RXN SMILES: [C:1]([CH3:2])([CH3:3])([CH3:4])[O:5][C:6]([CH2:7][O:8][c:9]1[c:10]([CH3:17])[c:11]([CH:15]=[O:16])[cH:12][cH:13][cH:14]1)=[O:18].[CH3:20][Mg+:21].[Cl-:19].[O:22]1[CH2:23][CH2:24][CH2:25][CH2:26]1>>[C:1]([CH3:2])([CH3:3])([CH3:4])[O:5][C:6]([CH2:7][O:8][c:9]1[c:10]([CH3:17])[c:11]([CH:15]([OH:16])[CH3:20])[cH:12][cH:13][cH:14]1)=[O:18]. Starting materials: FC1=CC=C(C=C1)C1=NOC(=C1CN1C(C2=CC=CC=C2C1=O)=O)C (2-[3-(4-fluoro-phenyl)-5-methyl-isoxazol-4-ylmethyl]-isoindole-1,3-dione), O.NN (hydrazine hydrate). Run in C1CCOC1 (THF), C(C)O (ethanol). Run at time 8 hour. Product: FC1=CC=C(C=C1)C1=NOC(=C1CN)C (C-[3-(4-Fluoro-phenyl)-5-methyl-isoxazol-4-yl]-methylamine). The yield is 53.9%. As a reaction SMILES: [F:1][C:2]1[CH:7]=[CH:6][C:5]([C:8]2[C:12]([CH2:13][N:14]3C(=O)C4C(=CC=CC=4)C3=O)=[C:11]([CH3:25])[O:10][N:9]=2)=[CH:4][CH:3]=1.O.NN>C1COCC1.C(O)C>[F:1][C:2]1[CH:3]=[CH:4][C:5]([C:8]2[C:12]([CH2:13][NH2:14])=[C:11]([CH3:25])[O:10][N:9]=2)=[CH:6][CH:7]=1 |f:1.2|. Reported procedure: To a solution of 2-[3-(4-fluoro-phenyl)-5-methyl-isoxazol-4-ylmethyl]-isoindole-1,3-dione (5.9 g, 18 mmol) in THF (248 mL) and ethanol (21 mL) at 0° C. was added hydrazine hydrate (6.7 g, 6.5 mL, 134 mmol) and the resulting mixture stirred at room temperature overnight. The mixture was then filtered and the filtrate diluted with HCl (1 N) and extracted with ethyl acetate. The combined organic extracts were then washed with HCl (1 N) and the aqueous layer made basic with NaOH (6 N). The aqueous l...